Dataset: the Open Reaction Database (ORD), a public repository of structured organic reaction records. Task: describe an organic reaction: reactants, conditions, products, and yield The reactants are [Cl-].[Al+3].[Cl-].[Cl-] (aluminum chloride), BrC1=CC=C(C=C1)OC (p-bromoanisole), C(C)(C)(C)Cl (tert.butyl chloride). Solvent: O (water). Reaction conditions: time 15 minute. The product is BrC1=CC(=C(C=C1)OC)C(C)(C)C (4-bromo-2-tert.butyl anisole). RXN SMILES: [Cl-].[Al+3].[Cl-].[Cl-].[Br:5][C:6]1[CH:11]=[CH:10][C:9]([O:12][CH3:13])=[CH:8][CH:7]=1.[C:14](Cl)([CH3:17])([CH3:16])[CH3:15]>O>[Br:5][C:6]1[CH:11]=[CH:10][C:9]([O:12][CH3:13])=[C:8]([C:14]([CH3:17])([CH3:16])[CH3:15])[CH:7]=1 |f:0.1.2.3|. Procedure: 3.10 g (22.6 mmol) of aluminum chloride are added all at once to a mixture of 63.5 g (339 mmol) of p-bromoanisole and 31.4 g (330 mmol) of tert.butyl chloride. The mixture is stirred at ambient temperature until the evolution of gas ceases (about 15 minutes). The mixture is then heated at 80° C. for 15 minutes and poured into ice. 300 ml of water are added and the mixture is extracted with ether. The reactants are CCOC(=O)C1CCC(CNC(=O)N2CCC3(CC2)OC(=O)c2ccccc23)CC1, C1CCOC1, [Li+], [OH-], O, O. The product is O=C1OC2(CCN(C(=O)NCC3CCC(C(=O)O)CC3)CC2)c2ccccc21. As a reaction SMILES: [CH2:1]([CH3:2])[O:3][C:4](=[O:5])[CH:6]1[CH2:7][CH2:8][CH:9]([CH2:12][NH:13][C:14](=[O:15])[N:16]2[CH2:17][CH2:18][C:19]3([O:20][C:21](=[O:28])[c:22]4[cH:23][cH:24][cH:25][cH:26][c:27]43)[CH2:29][CH2:30]2)[CH2:10][CH2:11]1.[CH2:35]1[O:36][CH2:37][CH2:38][CH2:39]1.[Li+:33].[OH-:32].[OH2:31].[OH2:34]>>[O:3]=[C:4]([OH:5])[CH:6]1[CH2:7][CH2:8][CH:9]([CH2:12][NH:13][C:14](=[O:15])[N:16]2[CH2:17][CH2:18][C:19]3([O:20][C:21](=[O:28])[c:22]4[cH:23][cH:24][cH:25][cH:26][c:27]43)[CH2:29][CH2:30]2)[CH2:10][CH2:11]1.